This data is from the Open Reaction Database (ORD), a public repository of structured organic reaction records. The task is: describe an organic reaction: reactants, conditions, products, and yield The reactants are FC1=C(C=CC(=C1C1=NN2C(SCC2)=C1C1=CC=NC=C1)F)N (2,4-difluoro-3-(7-pyridin-4-yl-2,3-dihydro-pyrazolo[5,1-b]thiazol-6-yl)phenylamine), FC1=C(C=C(C=C1)F)S(=O)(=O)Cl (2,5-difluoro-benzenesulfonyl chloride), [OH-].[K+] (KOH), sulfonamide. The solvent is N1=CC=CC=C1 (pyridine), C1CCOC1 (THF), C(C)(=O)OCC (ethyl acetate). Conditions: time 1 hour. Product: FC1=C(C=CC(=C1C1=NN2C(SCC2)=C1C1=CC=NC=C1)F)NS(=O)(=O)C1=C(C=CC(=C1)F)F (N-[2,4-Difluoro-3-(7-pyridin-4-yl-2,3-dihydro-pyrazolo[5,1-b]thiazol-6-yl)-phenyl]-2,5-difluoro-benzenesulfonamide). Yield: 23.4%. As a reaction SMILES: [F:1][C:2]1[C:7]([C:8]2[C:15]([C:16]3[CH:21]=[CH:20][N:19]=[CH:18][CH:17]=3)=[C:11]3[S:12][CH2:13][CH2:14][N:10]3[N:9]=2)=[C:6]([F:22])[CH:5]=[CH:4][C:3]=1[NH2:23].[F:24][C:25]1[CH:30]=[CH:29][C:28]([F:31])=[CH:27][C:26]=1[S:32](Cl)(=[O:34])=[O:33].[OH-].[K+]>N1C=CC=CC=1.C(OCC)(=O)C.C1COCC1>[F:1][C:2]1[C:7]([C:8]2[C:15]([C:16]3[CH:21]=[CH:20][N:19]=[CH:18][CH:17]=3)=[C:11]3[S:12][CH2:13][CH2:14][N:10]3[N:9]=2)=[C:6]([F:22])[CH:5]=[CH:4][C:3]=1[NH:23][S:32]([C:26]1[CH:27]=[C:28]([F:31])[CH:29]=[CH:30][C:25]=1[F:24])(=[O:34])=[O:33] |f:2.3|. Procedure details: To 2,4-difluoro-3-(7-pyridin-4-yl-2,3-dihydro-pyrazolo[5,1-b]thiazol-6-yl)phenylamine (115 mg, 0.54 mmol) in pyridine (3 mL) was added 2,5-difluoro-benzenesulfonyl chloride (88 μL, 0.81 mmol) and the mixture was stirred under nitrogen atmosphere for one hour. The mixture was diluted with ethyl acetate and washed with NaHCO3 saturated solution and with brine. The organic layer was dried over anhydrous sodium sulfate, filtered and dried. The solvent was removed under reduce pressure to give a mixt... Starting materials: ClCCCN1C(OC2=C1C=CC(=C2)[N+](=O)[O-])=O (3-(3-chloro-propyl)-6-nitro-3H-benzoxazol-2-one), COCCO (2-methoxyethanol). The product is COCCOC(=O)N1CCCOC2=C1C=CC(=C2)[N+](=O)[O-] (3-Nitro-7,8-dihydro-6H-5-oxa-9-aza-benzocycloheptene-9-carboxylic acid 2-methoxy-ethyl ester), oil. The yield is 25.0%. RXN SMILES: Cl[CH2:2][CH2:3][CH2:4][N:5]1[C:9]2[CH:10]=[CH:11][C:12]([N+:14]([O-:16])=[O:15])=[CH:13][C:8]=2[O:7][C:6]1=[O:17].[CH3:18][O:19][CH2:20][CH2:21][OH:22]>>[CH3:18][O:19][CH2:20][CH2:21][O:22][C:6]([N:5]1[C:9]2[CH:10]=[CH:11][C:12]([N+:14]([O-:16])=[O:15])=[CH:13][C:8]=2[O:7][CH2:2][CH2:3][CH2:4]1)=[O:17]. Procedure details: 3-Nitro-7,8-dihydro-6H-5-oxa-9-aza-benzocycloheptene-9-carboxylic acid 2-methoxy-ethyl ester was prepared from 3-(3-chloro-propyl)-6-nitro-3H-benzoxazol-2-one and 2-methoxyethanol in an analogous manner to Example 1426a. Product isolated as a yellow oil (175 mg, 25%). LCMS (m/e) 297 (M+H); 1H-NMR (CDCl3, 400 MHz) δ 7.89-7.83 (m, 2H), 7.57-7.42 (m, 1H), 4.43-4.20 (m, 4H), 3.95-3.81 (m, 2H), 3.70-3.54 (m, 2H), 3.38 (s, 3H), 2.23-2.12 (m, 2H). The reactants are OC=1C=C(C(=O)O)C=C(C1)C(F)(F)F (3-hydroxy-5-trifluoromethylbenzoic acid), C(C1=CC=CC=C1)Cl (benzyl chloride), oil, [H-].[Na+] (sodium hydride). Solvent: CS(=O)C (dimethylsulfoxide). The product is C(C1=CC=CC=C1)OC=1C=C(C(=O)O)C=C(C1)C(F)(F)F (3-Benzyloxy-5-trifluoromethylbenzoic Acid). Reaction SMILES: [OH:1][C:2]1[CH:3]=[C:4]([CH:8]=[C:9]([C:11]([F:14])([F:13])[F:12])[CH:10]=1)[C:5]([OH:7])=[O:6].[H-].[Na+].[CH2:17](Cl)[C:18]1[CH:23]=[CH:22][CH:21]=[CH:20][CH:19]=1>CS(C)=O>[CH2:17]([O:1][C:2]1[CH:3]=[C:4]([CH:8]=[C:9]([C:11]([F:12])([F:13])[F:14])[CH:10]=1)[C:5]([OH:7])=[O:6])[C:18]1[CH:23]=[CH:22][CH:21]=[CH:20][CH:19]=1 |f:1.2|. Procedure: To a solution resulting from 206 mg. (1 m mole) of 3-hydroxy-5-trifluoromethylbenzoic acid* and 85 mg. (2 m moles) of a 56.6% oil suspension of sodium hydride in 2 ml. of dimethylsulfoxide is added 127 mg. (1 m mole) of benzyl chloride and the reaction mixture heated to 90° C. for 1-2 hours. The mixture is cooled to room temperature, diluted with 10 ml. of water and extracted with ether. The aqueous phase is separated and acidified with 6N hydrochloric acid. The precipitated produce is filtered,... The reactants are CCC=CCC(=O)O, CN(C)c1ccncc1, C1CCOC1, NS(=O)(=O)c1ccccc1NC(=O)c1ccc(C#Cc2ccccc2)cc1. The product is CCC=CCC(=O)NS(=O)(=O)c1ccccc1NC(=O)c1ccc(C#Cc2ccccc2)cc1. Reaction SMILES: [C:1]([CH2:2][CH:3]=[CH:4][CH2:5][CH3:6])(=[O:7])[OH:8].[CH3:36][N:37]([CH3:38])[c:39]1[cH:40][cH:41][n:42][cH:43][cH:44]1.[O:45]1[CH2:46][CH2:47][CH2:48][CH2:49]1.[c:9]1([C:15]#[C:16][c:17]2[cH:18][cH:19][c:20]([C:21](=[O:22])[NH:23][c:24]3[c:25]([S:30]([NH2:31])(=[O:32])=[O:33])[cH:26][cH:27][cH:28][cH:29]3)[cH:34][cH:35]2)[cH:10][cH:11][cH:12][cH:13][cH:14]1>>[C:1]([CH2:2][CH:3]=[CH:4][CH2:5][CH3:6])(=[O:8])[NH:31][S:30]([c:25]1[c:24]([NH:23][C:21]([c:20]2[cH:19][cH:18][c:17]([C:16]#[C:15][c:9]3[cH:10][cH:11][cH:12][cH:13][cH:14]3)[cH:35][cH:34]2)=[O:22])[cH:29][cH:28][cH:27][cH:26]1)(=[O:32])=[O:33].